Dataset: the Open Reaction Database (ORD), a public repository of structured organic reaction records. Task: describe an organic reaction: reactants, conditions, products, and yield Starting materials: C(C)O (ethanol), C(CCCC)S(=O)(=O)NC(C1=CC(=C(C=C1)[N+](=O)[O-])N(C)CC1=C(C=C(C=C1)Cl)Cl)=O (N-(n-pentanesulfonyl)-3-(N-methy-2,4-dichlorobenzylamino)-4-nitrobenzamide), aqueous solution, S(=O)([O-])S(=O)[O-].[Na+].[Na+] (sodium hydrosulfite). The solvent is O1CCCC1 (tetrahydrofuran). Conditions: temperature 80 celsius, time 20 minute. Yields the product NC1=C(C=C(C(=O)NS(=O)(=O)CCCCC)C=C1)N(C)CC1=C(C=C(C=C1)Cl)Cl (4-amino-3-(N-methyl-2,4-dichlorobenzylamino)-(N-(n-pentanesulfonyl))benzamide). Isolated yield 22.2%. As a reaction SMILES: C(O)C.[CH2:4]([S:9]([NH:12][C:13](=[O:34])[C:14]1[CH:19]=[CH:18][C:17]([N+:20]([O-])=O)=[C:16]([N:23]([CH2:25][C:26]2[CH:31]=[CH:30][C:29]([Cl:32])=[CH:28][C:27]=2[Cl:33])[CH3:24])[CH:15]=1)(=[O:11])=[O:10])[CH2:5][CH2:6][CH2:7][CH3:8].S(S([O-])=O)([O-])=O.[Na+].[Na+]>O1CCCC1>[NH2:20][C:17]1[CH:18]=[CH:19][C:14]([C:13]([NH:12][S:9]([CH2:4][CH2:5][CH2:6][CH2:7][CH3:8])(=[O:11])=[O:10])=[O:34])=[CH:15][C:16]=1[N:23]([CH2:25][C:26]1[CH:31]=[CH:30][C:29]([Cl:32])=[CH:28][C:27]=1[Cl:33])[CH3:24] |f:2.3.4|. Procedure: Four milliliters of ethanol and 4 ml of tetrahydrofuran were added to 0.605 g of N-(n-pentanesulfonyl)-3-(N-methy-2,4-dichlorobenzylamino)-4-nitrobenzamide, and subsequently 10 ml of an aqueous solution containing 3.10 g of sodium hydrosulfite was added thereto. The mixture was stirred at 80° C. for 20 minutes and then extracted with water and ethyl acetate. The organic layer was washed with water and concentrated. The resulting residue was crystallized from ether, filtrated, and dried to obtain... RXN SMILES: [Cl:1][C:2]1[CH:7]=[CH:6][C:5]([C:8]([CH:16]2[CH2:18][CH2:17]2)(O)[CH2:9][C:10]([O:12][CH2:13][CH3:14])=[O:11])=[CH:4][CH:3]=1.[Cl-].[In+3].[Cl-].[Cl-].[CH3:23][S:24][CH2:25][C:26]1[CH:27]=[CH:28][CH:29]=[C:30]2[C:34]=1[NH:33][CH:32]=[CH:31]2>C1(C)C=CC=CC=1>[Cl:1][C:2]1[CH:7]=[CH:6][C:5]([C:8]([CH:16]2[CH2:18][CH2:17]2)([C:31]2[C:30]3[C:34](=[C:26]([CH2:25][S:24][CH3:23])[CH:27]=[CH:28][CH:29]=3)[NH:33][CH:32]=2)[CH2:9][C:10]([O:12][CH2:13][CH3:14])=[O:11])=[CH:4][CH:3]=1 |f:1.2.3.4|. Run in C1(=CC=CC=C1)C (toluene). The product is ClC1=CC=C(C=C1)C(CC(=O)OCC)(C1=CNC2=C(C=CC=C12)CSC)C1CC1 (Ethyl 3-(4-chlorophenyl)-3-cyclopropyl-3-{7-[(methylsulfanyl)methyl]-1H-indol-3-yl}propanoate). Reported procedure: 700 mg (2.61 mmol) of the compound from Example 90A and 576 mg (2.61 mmol) of indium(III) chloride were added to 462 mg (2.61 mmol) of the compound from Example 8A in 11 ml of toluene. The reaction mixture was stirred at 80° C. for 5 h. After cooling to RT, the solid was filtered off through silica gel, and the solvents were removed in a rotary evaporator. Purification of the crude product by preparative HPLC (mobile phase: acetonitrile/water gradient) resulted in 69 mg (6% of theory) of the tit... Run at temperature 80 celsius, time 5 hour. The reactants are ClC1=CC=C(C=C1)C(CC(=O)OCC)(O)C1CC1 (Ethyl 3-(4-chlorophenyl)-3-cyclopropyl-3-hydroxypropanoate), [Cl-].[In+3].[Cl-].[Cl-] (indium(III) chloride), CSCC=1C=CC=C2C=CNC12 (7-[(Methylsulfanyl)methyl]-1H-indole). Reactants: C(C1=CC=CC=C1)N1CCC2=CC(=CC=C12)O (1-benzylindolin-5-ol), ClC(Cl)(OC(OC(Cl)(Cl)Cl)=O)Cl (triphosgene), C(C)(C)N(C(C)C)CC (N,N-diisopropylethylamine), COC1=CC=C(CN)C=C1 (4-methoxybenzylamine). Solvent: ClCCl (dichloromethane), CCCCCC (hexane), Cl (HCl). Reaction conditions: time 10 minute. The product is COC1=CC=C(CNC(OC=2C=C3CCN(C3=CC2)CC2=CC=CC=C2)=O)C=C1 (1-benzylindolin-5-yl 4-methoxybenzylcarbamate). Yield: 68.3%. As a reaction SMILES: [CH2:1]([N:8]1[C:16]2[C:11](=[CH:12][C:13]([OH:17])=[CH:14][CH:15]=2)[CH2:10][CH2:9]1)[C:2]1[CH:7]=[CH:6][CH:5]=[CH:4][CH:3]=1.Cl[C:19](Cl)([O:21]C(=O)OC(Cl)(Cl)Cl)Cl.C(N(CC)C(C)C)(C)C.[CH3:39][O:40][C:41]1[CH:48]=[CH:47][C:44]([CH2:45][NH2:46])=[CH:43][CH:42]=1>ClCCl.CCCCCC.Cl>[CH3:39][O:40][C:41]1[CH:48]=[CH:47][C:44]([CH2:45][NH:46][C:19](=[O:21])[O:17][C:13]2[CH:12]=[C:11]3[C:16](=[CH:15][CH:14]=2)[N:8]([CH2:1][C:2]2[CH:3]=[CH:4][CH:5]=[CH:6][CH:7]=2)[CH2:9][CH2:10]3)=[CH:43][CH:42]=1. Procedure: To a solution of 1-benzylindolin-5-ol (15.0 mg, 66.6 μmol) in 0.50 mL of dry dichloromethane was added triphosgene (6.9 mg, 23 μmol) and N,N-diisopropylethylamine (14 μL, 82 μmol), successively. After the reaction mixture was stirred at room temperature for 10 min, 4-methoxybenzylamine (17 μL, 0.13 mmol) was added. After the reaction mixture was stirred at the same temperature for 30 min, the reaction mixture was diluted with hexane (1 mL) and 1 M HCl (2 mL). The organic layer was purified direc... The reactants are CC(=S)OCc1ccc([N+](=O)[O-])cc1, CO, O, O, O=S(=O)(O)O. Product: O=[N+]([O-])c1ccc(CS)cc1. RXN SMILES: [C:7]([O:8][CH2:11][c:12]1[cH:13][cH:14][c:15]([N+:18](=[O:19])[O-:20])[cH:16][cH:17]1)(=[S:9])[CH3:10].[CH3:22][OH:23].[OH2:1].[OH2:21].[S:2](=[O:3])(=[O:4])([OH:5])[OH:6]>>[SH:2][CH2:11][c:12]1[cH:13][cH:14][c:15]([N+:18](=[O:19])[O-:20])[cH:16][cH:17]1. Reactants: O=C([O-])O, c1ccc2c(c1)CCNC2, CN(C)C=O, Fc1ccc2c(CCCCl)noc2c1, [I-], [K+], [Na+]. The product is Fc1ccc2c(CCCN3CCc4ccccc4C3)noc2c1, Cl. Reaction SMILES: [C:25](=[O:26])([OH:27])[O-:28].[CH2:1]1[NH:2][CH2:3][CH2:4][c:5]2[cH:6][cH:7][cH:8][cH:9][c:10]21.[CH3:32][N:33]([CH3:34])[CH:35]=[O:36].[Cl:11][CH2:12][CH2:13][CH2:14][c:15]1[n:16][o:17][c:18]2[c:19]1[cH:20][cH:21][c:22]([F:24])[cH:23]2.[I-:31].[K+:30].[Na+:29]>>[CH2:1]1[N:2]([CH2:12][CH2:13][CH2:14][c:15]2[n:16][o:17][c:18]3[c:19]2[cH:20][cH:21][c:22]([F:24])[cH:23]3)[CH2:3][CH2:4][c:5]2[cH:6][cH:7][cH:8][cH:9][c:10]21.[ClH:11].